This data is from the Open Reaction Database (ORD), a public repository of structured organic reaction records. The task is: describe an organic reaction: reactants, conditions, products, and yield Starting materials: NC=1SC=C(N1)/C(/C(=O)N[C@H]1[C@H]2SCC(=C(N2C1=O)C(=O)O)CSC1=CC(=NC=2N1N=C(N2)C(N)=O)C)=N/OCS(=O)(=O)C2=CC(=C(C=C2)O)O ((6R,7R)-7-[(Z)-2-(2-amino-4-thiazolyl)-2-[[[(3,4-dihydroxyphenyl)sulphonyl]methoxy]imino]acetamido]-3-[[(2-carbamoyl-5-methyl-s-triazolo-[1,5-a]pyrimidin-7-yl)-thio]methyl]-8-oxo-5-thia-1-azabicyclo[4.2.0]oct-2-ene-2-carboxylic acid), CNC[C@H](O)[C@@H](O)[C@H](O)[C@H](O)CO (N-methyl-D-glucamine). The solvent is O (water). Yields the product CNC[C@H](O)[C@@H](O)[C@H](O)[C@H](O)CO.NC=1SC=C(N1)/C(/C(=O)N[C@H]1[C@H]2SCC(=C(N2C1=O)C(=O)O)CSC1=CC(=NC=2N1N=C(N2)C(N)=O)C)=N/OCS(=O)(=O)C2=CC(=C(C=C2)O)O ((6R,7R)-7-[(Z)-2-(2-amino-4-thiazolyl)-2-[[[(3,4-dihydroxyphenyl)sulphonyl]methoxy]imino]acetamido]-3-[[(2-carbamoyl-5-methyl-s-triazolo-[1,5-a]pyrimidin-7-yl)-thio]methyl]-8-oxo-5-thia-1-azabicyclo[4.2.0]oct-2-ene-2-carboxylic acid N-methyl-D-glucamine salt). As a reaction SMILES: [NH2:1][C:2]1[S:3][CH:4]=[C:5](/[C:7](=[N:38]/[O:39][CH2:40][S:41]([C:44]2[CH:49]=[CH:48][C:47]([OH:50])=[C:46]([OH:51])[CH:45]=2)(=[O:43])=[O:42])/[C:8]([NH:10][C@@H:11]2[C:18](=[O:19])[N:17]3[C@@H:12]2[S:13][CH2:14][C:15]([CH2:23][S:24][C:25]2[N:30]4[N:31]=[C:32]([C:34](=[O:36])[NH2:35])[N:33]=[C:29]4[N:28]=[C:27]([CH3:37])[CH:26]=2)=[C:16]3[C:20]([OH:22])=[O:21])=[O:9])[N:6]=1.[CH3:52][NH:53][CH2:54][C@@H:55]([C@H:57]([C@@H:59]([C@@H:61]([CH2:63][OH:64])[OH:62])[OH:60])[OH:58])[OH:56]>O>[CH3:52][NH:53][CH2:54][C@@H:55]([C@H:57]([C@@H:59]([C@@H:61]([CH2:63][OH:64])[OH:62])[OH:60])[OH:58])[OH:56].[NH2:1][C:2]1[S:3][CH:4]=[C:5](/[C:7](=[N:38]/[O:39][CH2:40][S:41]([C:44]2[CH:49]=[CH:48][C:47]([OH:50])=[C:46]([OH:51])[CH:45]=2)(=[O:42])=[O:43])/[C:8]([NH:10][C@@H:11]2[C:18](=[O:19])[N:17]3[C@@H:12]2[S:13][CH2:14][C:15]([CH2:23][S:24][C:25]2[N:30]4[N:31]=[C:32]([C:34](=[O:36])[NH2:35])[N:33]=[C:29]4[N:28]=[C:27]([CH3:37])[CH:26]=2)=[C:16]3[C:20]([OH:22])=[O:21])=[O:9])[N:6]=1 |f:3.4|. Procedure details: A suspension of 373 mg of (6R,7R)-7-[(Z)-2-(2-amino-4-thiazolyl)-2-[[[(3,4-dihydroxyphenyl)sulphonyl]methoxy]imino]acetamido]-3-[[(2-carbamoyl-5-methyl-s-triazolo-[1,5-a]pyrimidin-7-yl)-thio]methyl]-8-oxo-5-thia-1-azabicyclo[4.2.0]oct-2-ene-2-carboxylic acid in 7 ml of water was treated portionwise while stirring with 91 mg of N-methyl-D-glucamine. The resulting clear solution was lyophilized. There was obtained (6R,7R)-7-[(Z)-2-(2-amino-4-thiazolyl)-2-[[[(3,4-dihydroxyphenyl)sulphonyl]methoxy]i... The reactants are [F-].C(CCC)[N+](CCCC)(CCCC)CCCC (Tetrabutylammonium fluoride), FC1=CC=C2C(=CNC2=C1)C=1CCN(CC1)CCN1S(N(CC2=C1C=CC(=C2)CO[Si](C)(C)C(C)(C)C)C(C)C)(=O)=O (1-[2-[4-(6-fluoro-1H-indol-3-yl)-3,6-dihydro-1(2H)-pyridinyl]ethyl]-6-t-butyldimethylsiloxymethyl-3,4-dihydro-3-(1-methylethyl)-1H-2,1,3-benzothiadiazine-2,2-dioxide). Solvent: C1CCOC1 (THF). Run at time 2 hour. Product: FC1=CC=C2C(=CNC2=C1)C=1CCN(CC1)CCN1S(N(CC2=C1C=CC(=C2)CO)C(C)C)(=O)=O (1-[2-[4-(6-fluoro-1H-indol-3-yl)-3,6-dihydro-1(2H)-pyridinyl]ethyl]-3,4-dihydro-6-hydroxymethyl-3-(1-methylethyl)-1H-2,1,3-benzothiadiazine-2,2-dioxide). Reaction SMILES: [F-].C([N+](CCCC)(CCCC)CCCC)CCC.[F:19][C:20]1[CH:28]=[C:27]2[C:23]([C:24]([C:29]3[CH2:30][CH2:31][N:32]([CH2:35][CH2:36][N:37]4[C:42]5[CH:43]=[CH:44][C:45]([CH2:47][O:48][Si](C(C)(C)C)(C)C)=[CH:46][C:41]=5[CH2:40][N:39]([CH:56]([CH3:58])[CH3:57])[S:38]4(=[O:60])=[O:59])[CH2:33][CH:34]=3)=[CH:25][NH:26]2)=[CH:22][CH:21]=1>C1COCC1>[F:19][C:20]1[CH:28]=[C:27]2[C:23]([C:24]([C:29]3[CH2:34][CH2:33][N:32]([CH2:35][CH2:36][N:37]4[C:42]5[CH:43]=[CH:44][C:45]([CH2:47][OH:48])=[CH:46][C:41]=5[CH2:40][N:39]([CH:56]([CH3:57])[CH3:58])[S:38]4(=[O:59])=[O:60])[CH2:31][CH:30]=3)=[CH:25][NH:26]2)=[CH:22][CH:21]=1 |f:0.1|. Procedure: Tetrabutylammonium fluoride (2 ml, 0.002 mol, 1M in THF) was added to a suspension of 1-[2-[4-(6-fluoro-1H-indol-3-yl)-3,6-dihydro-1(2H)-pyridinyl]ethyl]-6-t-butyldimethylsiloxymethyl-3,4-dihydro-3-(1-methylethyl)-1H-2,1,3-benzothiadiazine-2,2-dioxide (1.1 g, 0.0018 mol) in THF (18 ml) under argon then stirred at room temperature for 2 h, evaporated to dryness and purified by flash chromatography using dichlormethane/methanol (97:3) as eluent, to give 1-[2-[4-(6-fluoro-1H-indol-3-yl)-3,6-dihydro... Starting materials: O[Li].O (LiOH.H2O), COC(CC1=C(CCC2=NC(=NC=C2C(F)(F)F)NC2=CC=C(C=C2)C2CCN(CC2)C(=O)OC(C)(C)C)C=CC=C1)=O (tert-butyl 4-(4-((4-(2-(2-methoxy-2-oxoethyl)phenethyl)-5-(trifluoromethyl)pyrimidin-2-yl)amino)phenyl)piperidine-1-carboxylate). Solvent: C1CCOC1 (THF), O (water), CO (methanol). Reaction conditions: time 20 hour. Product: C(C)(C)(C)OC(=O)N1CCC(CC1)C1=CC=C(C=C1)NC1=NC=C(C(=N1)CCC1=C(C=CC=C1)CC(=O)[O-])C(F)(F)F.[Li+] (Lithium 2-(2-(2-(2-((4-(1-(tert-butoxycarbonyl)piperidin-4-yl)phenyl)-amino)-5-(trifluoromethyl)pyrimidin-4-yl)ethyl)phenyl)acetate). As a reaction SMILES: O[Li:2].O.C[O:5][C:6](=[O:46])[CH2:7][C:8]1[CH:45]=[CH:44][CH:43]=[CH:42][C:9]=1[CH2:10][CH2:11][C:12]1[C:17]([C:18]([F:21])([F:20])[F:19])=[CH:16][N:15]=[C:14]([NH:22][C:23]2[CH:28]=[CH:27][C:26]([CH:29]3[CH2:34][CH2:33][N:32]([C:35]([O:37][C:38]([CH3:41])([CH3:40])[CH3:39])=[O:36])[CH2:31][CH2:30]3)=[CH:25][CH:24]=2)[N:13]=1>C1COCC1.O.CO>[C:38]([O:37][C:35]([N:32]1[CH2:33][CH2:34][CH:29]([C:26]2[CH:25]=[CH:24][C:23]([NH:22][C:14]3[N:13]=[C:12]([CH2:11][CH2:10][C:9]4[CH:42]=[CH:43][CH:44]=[CH:45][C:8]=4[CH2:7][C:6]([O-:46])=[O:5])[C:17]([C:18]([F:20])([F:19])[F:21])=[CH:16][N:15]=3)=[CH:28][CH:27]=2)[CH2:30][CH2:31]1)=[O:36])([CH3:41])([CH3:39])[CH3:40].[Li+:2] |f:0.1,6.7|. Procedure: LiOH.H2O (0.027 g, 0.647 mmol) was added to a solution of tert-butyl 4-(4-((4-(2-(2-methoxy-2-oxoethyl)phenethyl)-5-(trifluoromethyl)pyrimidin-2-yl)amino)phenyl)piperidine-1-carboxylate (I47) (0.128 g, 0.214 mmol) in THF (7 mL), water (1.5 mL) and methanol (1 mL). The resulting mixture was allowed to stir at room temperature for 20 hours. The volatiles were removed in vacuo and the residue was diluted with EtOAc (50 mL) and sat. aq. NaHCO3 (50 mL). The layers were separated and the aqueous layer... Starting materials: C(#N)N=C(OC)C1=NC=CC=C1 (Methyl N-cyano-2-pyridinecarboximidate), CC(CN)(C)C (2,2-dimethylpropylamine). Solvent: CO (methanol). Conditions: time 30 minute. Product: C(#N)NC(=NCC(C)(C)C)C1=NC=CC=C1 (N-cyano N'-(2,2-dimethylpropyl)-2-pyridinecarboximidamide). Isolated yield 93.5%. RXN SMILES: [C:1]([N:3]=[C:4]([C:7]1[CH:12]=[CH:11][CH:10]=[CH:9][N:8]=1)OC)#[N:2].[CH3:13][C:14]([CH3:18])([CH3:17])[CH2:15][NH2:16]>CO>[C:1]([NH:3][C:4]([C:7]1[CH:12]=[CH:11][CH:10]=[CH:9][N:8]=1)=[N:16][CH2:15][C:14]([CH3:18])([CH3:17])[CH3:13])#[N:2]. Procedure details: Methyl N-cyano-2-pyridinecarboximidate (0.50 g, 3.1 mmol) was dissolved in methanol (10 ml), 2,2-dimethylpropylamine (0.30 g, 3.4 mmol) was added, and the resulting mixture was stirred at room temperature for 30 minutes. After the reaction was completed, the reaction solution was concentrated under reduced pressure, and the residue thus obtained was crystallized from dichloromethane-diethyl ether to give the title compound (0.63 g, 2.9 mmol, yield: 94%) as colorless needles. The reactants are Cl (HCl), FC(CN1N=C(N=C1)[N+](=O)[O-])COC(C)=O (1-(2'fluoro-3'-acetoxypropyl)-3-nitro-1,2,4-triazole). Run at time 8 hour. Product: FC(CN1N=C(N=C1)[N+](=O)[O-])CO (1-(2'-fluoro-3'-hydroxypropyl)-3-nitro-1,2,4-triazole). The yield is 66.8%. RXN SMILES: Cl.[F:2][CH:3]([CH2:13][O:14]C(=O)C)[CH2:4][N:5]1[CH:9]=[N:8][C:7]([N+:10]([O-:12])=[O:11])=[N:6]1>>[F:2][CH:3]([CH2:13][OH:14])[CH2:4][N:5]1[CH:9]=[N:8][C:7]([N+:10]([O-:12])=[O:11])=[N:6]1. Procedure: 2N-HCl was added to 420 mg (1.81 mmol) of 1-(2'fluoro-3'-acetoxypropyl)-3-nitro-1,2,4-triazole and stirred overnight at room temperature. Then, the reaction solution was concentrated and subjected to isolation and purification by silica gel column chromatography to give 230 mg of 1-(2'-fluoro-3'-hydroxypropyl)-3-nitro-1,2,4-triazole. The reactants are CN(C1=CC2=C(NC(CC(=N2)C2=CC(=CC=C2)N2N=NC=C2CO)=O)C=C1C(F)(F)F)C (7-dimethylamino-4-[3-(5-hydroxymethyl-[1,2,3]triazol-1-yl)-phenyl]-8-trifluoromethyl-1,3-dihydro-benzo[b][1,4]diazepin-2-one), O=S(Cl)Cl (SOCl2), FC(CN)(F)F (2,2,2-trifluoroethylamine). Product: CN(C1=CC2=C(NC(CC(=N2)C2=CC(=CC=C2)N2N=NC=C2CNCC(F)(F)F)=O)C=C1C(F)(F)F)C (7-Dimethylamino-4-(3-{5-[(2,2,2-trifluoro-ethylamino)methyl]-[1,2,3]triazol-1-yl}-phenyl)8-trifluoromethyl-1,3-dihydro-benzo[b][1,4]diazepin-2-one), solid. As a reaction SMILES: [CH3:1][N:2]([CH3:32])[C:3]1[C:27]([C:28]([F:31])([F:30])[F:29])=[CH:26][C:6]2[NH:7][C:8](=[O:25])[CH2:9][C:10]([C:12]3[CH:17]=[CH:16][CH:15]=[C:14]([N:18]4[C:22]([CH2:23]O)=[CH:21][N:20]=[N:19]4)[CH:13]=3)=[N:11][C:5]=2[CH:4]=1.O=S(Cl)Cl.[F:37][C:38]([F:42])([F:41])[CH2:39][NH2:40]>>[CH3:32][N:2]([CH3:1])[C:3]1[C:27]([C:28]([F:30])([F:31])[F:29])=[CH:26][C:6]2[NH:7][C:8](=[O:25])[CH2:9][C:10]([C:12]3[CH:17]=[CH:16][CH:15]=[C:14]([N:18]4[C:22]([CH2:23][NH:40][CH2:39][C:38]([F:42])([F:41])[F:37])=[CH:21][N:20]=[N:19]4)[CH:13]=3)=[N:11][C:5]=2[CH:4]=1. Procedure: The title compound was prepared from 7-dimethylamino-4-[3-(5-hydroxymethyl-[1,2,3]triazol-1-yl)-phenyl]-8-trifluoromethyl-1,3-dihydro-benzo[b][1,4]diazepin-2-one (Example 17) (133 mg, 0.3 mmol) by treatment with SOCl2 (3 eq.) and 2,2,2-trifluoroethylamine (10 eq.) as described in Example 45. Obtained as a light yellow solid (19 mg).